From a dataset of the Open Reaction Database (ORD), a public repository of structured organic reaction records. describe an organic reaction: reactants, conditions, products, and yield The reactants are CO, Clc1ccc2[nH]cc(C3=CCNCC3)c2c1. Product: Clc1ccc2[nH]cc(C3CCNCC3)c2c1. Reaction SMILES: [CH3:17][OH:18].[Cl:1][c:2]1[cH:3][c:4]2[c:5]([C:11]3=[CH:16][CH2:15][NH:14][CH2:13][CH2:12]3)[cH:6][nH:7][c:8]2[cH:9][cH:10]1>>[Cl:1][c:2]1[cH:3][c:4]2[c:5]([CH:11]3[CH2:12][CH2:13][NH:14][CH2:15][CH2:16]3)[cH:6][nH:7][c:8]2[cH:9][cH:10]1. Reported procedure: To a mixture 5.42 g sodium hydride in 120 ml of dimethylsulfoxide, previously heated at 60° C. for 30 minutes, under nitrogen flow, a solution of 30 g of 1-(4-fluorophenyl)-1,3-dihydro-5-isobenzofurancarbonitrile obtained in Example 2 in 75 ml of dimethylsulfoxide is added, without exceeding 25° C. The solution is maintained under stirring for 30 minutes and, in 10 minutes, 33 g of 3-(dimethylamino)propylchloride are added without exceeding 25° C. After about 2-hour stirring at 25° C., the mixtu... Starting materials: CN(CCCCl)C (3-(dimethylamino)propylchloride), mixture, [H-].[Na+] (sodium hydride), Br (HBr), FC1=CC=C(C=C1)C1OCC2=CC(=CC=C12)C#N (1-(4-fluorophenyl)-1,3-dihydro-5-isobenzofurancarbonitrile). Reaction conditions: temperature 10 celsius, time 10 minute. Run in C(C)(=O)OCC (ethyl acetate), CC(=O)C (acetone), CS(=O)C (dimethylsulfoxide), CS(=O)C (dimethylsulfoxide), O (water), O (water), C(C)(=O)OCC (ethyl acetate). Yields the product CN(C)CCCC1(C=2C=CC(=CC2CO1)C#N)C=3C=CC(=CC3)F.Br (citalopram hydrobromide). Reaction SMILES: [H-].[Na+].[F:3][C:4]1[CH:9]=[CH:8][C:7]([CH:10]2[C:18]3[C:13](=[CH:14][C:15]([C:19]#[N:20])=[CH:16][CH:17]=3)[CH2:12][O:11]2)=[CH:6][CH:5]=1.[CH3:21][N:22]([CH3:27])[CH2:23][CH2:24][CH2:25]Cl.[BrH:28]>CS(C)=O.O.C(OCC)(=O)C.CC(C)=O>[CH3:21][N:22]([CH2:23][CH2:24][CH2:25][C:10]1([C:7]2[CH:8]=[CH:9][C:4]([F:3])=[CH:5][CH:6]=2)[O:11][CH2:12][C:13]2[CH:14]=[C:15]([C:19]#[N:20])[CH:16]=[CH:17][C:18]1=2)[CH3:27].[BrH:28] |f:0.1,9.10|. Starting materials: C(C)(C)(C)OC([C@H](NC(C1=CC=C(C=C1)CNC(C(CSC[C@@H](COC(CCCCCCCCCCCCCCC)=O)OC(CCCCCCCCCCCCCCC)=O)NC(=O)OCC1C2=CC=CC=C2C=2C=CC=CC12)=O)=O)CCC(=O)OC(C)(C)C)=O ((2R,6R) 4-[2-(9-fluorenylmethyloxycarbonylamino)-6,7-bis(palmitoyloxy)-4-thiaheptanoylaminomethyl]benzoyl-glutamic acid di-t-butyl ester), Example 38, N1CCCCC1 (piperidine). The solvent is ClCCl (dichloromethane). Reaction conditions: time 30 minute. Product: C(C)(C)(C)OC([C@H](NC(C1=CC=C(C=C1)CNC(C(CSC[C@@H](COC(CCCCCCCCCCCCCCC)=O)OC(CCCCCCCCCCCCCCC)=O)N)=O)=O)CCC(=O)OC(C)(C)C)=O ((2R,6R) 4 -[2-amino-6,7-bis(palmitoyloxy)-4-thiaheptanoylaminomethyl]benzoyl-glutamic acid di-t-butyl ester). Yield: 97.0%. RXN SMILES: [C:1]([O:5][C:6](=[O:90])[C@@H:7]([CH2:81][CH2:82][C:83]([O:85][C:86]([CH3:89])([CH3:88])[CH3:87])=[O:84])[NH:8][C:9](=[O:80])[C:10]1[CH:15]=[CH:14][C:13]([CH2:16][NH:17][C:18](=[O:79])[CH:19]([NH:61]C(OCC2C3C=CC=CC=3C3C2=CC=CC=3)=O)[CH2:20][S:21][CH2:22][C@H:23]([O:43][C:44](=[O:60])[CH2:45][CH2:46][CH2:47][CH2:48][CH2:49][CH2:50][CH2:51][CH2:52][CH2:53][CH2:54][CH2:55][CH2:56][CH2:57][CH2:58][CH3:59])[CH2:24][O:25][C:26](=[O:42])[CH2:27][CH2:28][CH2:29][CH2:30][CH2:31][CH2:32][CH2:33][CH2:34][CH2:35][CH2:36][CH2:37][CH2:38][CH2:39][CH2:40][CH3:41])=[CH:12][CH:11]=1)([CH3:4])([CH3:3])[CH3:2].N1CCCCC1>ClCCl>[C:1]([O:5][C:6](=[O:90])[C@@H:7]([CH2:81][CH2:82][C:83]([O:85][C:86]([CH3:87])([CH3:89])[CH3:88])=[O:84])[NH:8][C:9](=[O:80])[C:10]1[CH:11]=[CH:12][C:13]([CH2:16][NH:17][C:18](=[O:79])[CH:19]([NH2:61])[CH2:20][S:21][CH2:22][C@H:23]([O:43][C:44](=[O:60])[CH2:45][CH2:46][CH2:47][CH2:48][CH2:49][CH2:50][CH2:51][CH2:52][CH2:53][CH2:54][CH2:55][CH2:56][CH2:57][CH2:58][CH3:59])[CH2:24][O:25][C:26](=[O:42])[CH2:27][CH2:28][CH2:29][CH2:30][CH2:31][CH2:32][CH2:33][CH2:34][CH2:35][CH2:36][CH2:37][CH2:38][CH2:39][CH2:40][CH3:41])=[CH:14][CH:15]=1)([CH3:2])([CH3:3])[CH3:4]. Procedure: A solution of (2R,6R) 4-[2-(9-fluorenylmethyloxycarbonylamino)-6,7-bis(palmitoyloxy)-4-thiaheptanoylaminomethyl]benzoyl-glutamic acid di-t-butyl ester as obtained in Reference Example 38 (243 mg) in dichloromethane (0.5 ml)-piperidine (2 ml) was stirred at room temperature for 30 minutes. After solvent concentration under reduced pressure, the resulting residue was purified by silica gel column chromatography (n-hexane:ethyl acetate=3:1 to 1:3) to yield the title compound (195 mg, yield 97%) as ... As a reaction SMILES: [Al+3:20].[CH3:1][O:2][c:3]1[cH:4][c:5]([NH:13][C:14](=[O:15])[O:16][CH2:17][CH3:18])[cH:6][c:7]([O:11][CH3:12])[c:8]1[O:9][CH3:10].[H-:19].[H-:22].[H-:23].[H-:24].[Li+:21].[Na+:26].[O:27]1[CH2:28][CH2:29][CH2:30][CH2:31]1.[OH-:25]>>[CH3:1][O:2][c:3]1[cH:4][c:5]([NH:13][CH3:14])[cH:6][c:7]([O:11][CH3:12])[c:8]1[O:9][CH3:10]. Yields the product CNc1cc(OC)c(OC)c(OC)c1. Reactants: [Al+3], CCOC(=O)Nc1cc(OC)c(OC)c(OC)c1, [H-], [H-], [H-], [H-], [Li+], [Na+], C1CCOC1, [OH-]. Starting materials: [C+4], CC(=O)N1CCCC1c1cc2c(cc1OCc1ccccc1)nc(-c1ccccn1)n2COCC[Si](C)(C)C, CCO, O=C[O-], [NH4+], [OH-], [OH-], [OH-], [OH-], [OH-], [OH-], [Pd+2]. Product: CC(=O)N1CCCC1c1cc2c(cc1O)nc(-c1ccccn1)n2COCC[Si](C)(C)C. Reaction SMILES: [C+4:44].[CH2:5]([c:6]1[cH:7][cH:8][cH:9][cH:10][cH:11]1)[O:12][c:13]1[c:14]([CH:36]2[N:37]([C:41]([CH3:42])=[O:43])[CH2:38][CH2:39][CH2:40]2)[cH:15][c:16]2[c:17]([n:18][c:19](-[c:29]3[n:30][cH:31][cH:32][cH:33][cH:34]3)[n:20]2[CH2:21][O:22][CH2:23][CH2:24][Si:25]([CH3:26])([CH3:27])[CH3:28])[cH:35]1.[CH3:52][CH2:53][OH:54].[CH:1]([O-:2])=[O:3].[NH4+:4].[OH-:45].[OH-:47].[OH-:48].[OH-:49].[OH-:50].[OH-:51].[Pd+2:46]>>[OH:12][c:13]1[c:14]([CH:36]2[N:37]([C:41]([CH3:42])=[O:43])[CH2:38][CH2:39][CH2:40]2)[cH:15][c:16]2[c:17]([n:18][c:19](-[c:29]3[n:30][cH:31][cH:32][cH:33][cH:34]3)[n:20]2[CH2:21][O:22][CH2:23][CH2:24][Si:25]([CH3:26])([CH3:27])[CH3:28])[cH:35]1.